Dataset: the Open Reaction Database (ORD), a public repository of structured organic reaction records. Task: describe an organic reaction: reactants, conditions, products, and yield Starting materials: ClC1=CC=C(C(=O)N)C=C1 (4-Chlorobenzamide), C1(=CC=C(C=C1)S(=O)(=O)O)C (p-toluenesulfonic acid), FC(C(C=O)(F)F)(F)F (pentafluoropropanal), N1N=NC2=C1C=CC=C2 (benzotriazole). Product: N1(N=NC2=C1C=CC=C2)C(C(C(F)(F)F)(F)F)NC(C2=CC=C(C=C2)Cl)=O (N-[1-(1H-1,2,3-benzotriazol-1-yl)-2,2,3,3,3-pentafluoropropyl]-4-chlorobenzamide). As a reaction SMILES: [Cl:1][C:2]1[CH:10]=[CH:9][C:5]([C:6]([NH2:8])=[O:7])=[CH:4][CH:3]=1.[F:11][C:12]([F:19])([F:18])[C:13]([F:17])([F:16])[CH:14]=O.[NH:20]1[C:24]2[CH:25]=[CH:26][CH:27]=[CH:28][C:23]=2[N:22]=[N:21]1.C1(C)C=CC(S(O)(=O)=O)=CC=1>>[N:20]1([CH:14]([NH:8][C:6](=[O:7])[C:5]2[CH:9]=[CH:10][C:2]([Cl:1])=[CH:3][CH:4]=2)[C:13]([F:17])([F:16])[C:12]([F:19])([F:18])[F:11])[C:24]2[CH:25]=[CH:26][CH:27]=[CH:28][C:23]=2[N:22]=[N:21]1. Procedure details: 4-Chlorobenzamide, pentafluoropropanal, benzotriazole, and p-toluenesulfonic acid were processed as described in Example 53A to provide the desired product.